From a dataset of the Open Reaction Database (ORD), a public repository of structured organic reaction records. describe an organic reaction: reactants, conditions, products, and yield Starting materials: CC(C)(C)c1ccc(CCO)cc1, O=c1nc(Cl)c2ccccc2[nH]1, [H-], [Na+], C1CCOC1, O. Yields the product CC(C)(C)c1ccc(CCOc2nc(=O)[nH]c3ccccc23)cc1. As a reaction SMILES: [C:1]([CH3:2])([CH3:3])([CH3:4])[c:5]1[cH:6][cH:7][c:8]([CH2:11][CH2:12][OH:13])[cH:9][cH:10]1.[Cl:16][c:17]1[n:18][c:19](=[O:27])[nH:20][c:21]2[cH:22][cH:23][cH:24][cH:25][c:26]12.[H-:14].[Na+:15].[O:29]1[CH2:30][CH2:31][CH2:32][CH2:33]1.[OH2:28]>>[C:1]([CH3:2])([CH3:3])([CH3:4])[c:5]1[cH:6][cH:7][c:8]([CH2:11][CH2:12][O:13][c:17]2[n:18][c:19](=[O:27])[nH:20][c:21]3[cH:22][cH:23][cH:24][cH:25][c:26]23)[cH:9][cH:10]1. The reactants are CC(C)(C)OC(=O)N1CCC(N)CC1, Clc1ccc(OCc2ccccc2)cn1, Cc1ccccc1, CC(=O)[O-], CC(=O)[O-], [Pd+2]. The product is CC(C)(C)OC(=O)N1CCC(Nc2ccc(OCc3ccccc3)cn2)CC1. RXN SMILES: [C:16]([CH3:17])([CH3:18])([CH3:19])[O:20][C:21](=[O:22])[N:23]1[CH2:24][CH2:25][CH:26]([NH2:29])[CH2:27][CH2:28]1.[CH2:1]([c:2]1[cH:3][cH:4][cH:5][cH:6][cH:7]1)[O:8][c:9]1[cH:10][cH:11][c:12]([Cl:15])[n:13][cH:14]1.[CH3:30][c:31]1[cH:32][cH:33][cH:34][cH:35][cH:36]1.[O-:38][C:39]([CH3:40])=[O:41].[O-:42][C:43]([CH3:44])=[O:45].[Pd+2:37]>>[CH2:1]([c:2]1[cH:3][cH:4][cH:5][cH:6][cH:7]1)[O:8][c:9]1[cH:10][cH:11][c:12]([NH:29][CH:26]2[CH2:25][CH2:24][N:23]([C:21]([O:20][C:16]([CH3:17])([CH3:18])[CH3:19])=[O:22])[CH2:28][CH2:27]2)[n:13][cH:14]1.